Dataset: the Open Reaction Database (ORD), a public repository of structured organic reaction records. Task: describe an organic reaction: reactants, conditions, products, and yield Starting materials: O (water), CC1=CC(=C(C2=C1C(=O)OC=3C(=C(C=C(C3O2)C(=O)O)OC)C)C=O)O (Psoromic acid), CI (CH3I), KHCO3. Solvent: CN(C)C=O (DMF). Yields the product COC(=O)C1=CC(=C(C=2OC(C3=C(OC21)C(=C(C=C3C)O)C=O)=O)C)OC (4-Formyl-3-hydroxy-8-methoxy-1,9-dimethyl-11-oxo-11H-dibenzo[b,e][1,4]dioxepine-6-carboxylic acid methyl ester). As a reaction SMILES: [CH3:1][C:2]1[C:7]2[C:8]([O:10][C:11]3[C:12]([CH3:23])=[C:13]([O:21][CH3:22])[CH:14]=[C:15]([C:18]([OH:20])=[O:19])[C:16]=3[O:17][C:6]=2[C:5]([CH:24]=[O:25])=[C:4]([OH:26])[CH:3]=1)=[O:9].[CH3:27]I.O>CN(C=O)C>[CH3:27][O:19][C:18]([C:15]1[C:16]2[O:17][C:6]3[C:5]([CH:24]=[O:25])=[C:4]([OH:26])[CH:3]=[C:2]([CH3:1])[C:7]=3[C:8](=[O:9])[O:10][C:11]=2[C:12]([CH3:23])=[C:13]([O:21][CH3:22])[CH:14]=1)=[O:20]. Procedure details: Psoromic acid (1 mmol) was dissolved in DMF (10 mL), KHCO3 (2.4 mmol) was added and stirred for several minutes at room temperature. Then, CH3I (1.2 mmol) was added. The reaction mixture was maintained at 40° C. and monitored by TLC. Upon completion, the reaction mixture was poured into 50 mL of water and extracted with ethyl acetate. The organic layer was subsequently washed with saturated NaHCO3 solution and saturated brine, and dried over anhydrous MgSO4, filtered and evaporated by a rotatory... The reactants are CCN(C(C)C)C(C)C, CCCC(=O)O, CCOCC, CC(Cl)OC(=O)N1C(=O)CCc2ccc(OCCCCN3CCN(c4cccc(Cl)c4Cl)CC3)cc21. Yields the product CCCC(=O)OC(C)OC(=O)N1C(=O)CCc2ccc(OCCCCN3CCN(c4cccc(Cl)c4Cl)CC3)cc21. As a reaction SMILES: [CH2:43]([N:44]([CH:45]([CH3:46])[CH3:47])[CH:48]([CH3:49])[CH3:50])[CH3:51].[CH3:37][CH2:38][CH2:39][C:40]([OH:41])=[O:42].[CH3:52][CH2:53][O:54][CH2:55][CH3:56].[Cl:1][c:2]1[c:3]([N:9]2[CH2:10][CH2:11][N:12]([CH2:15][CH2:16][CH2:17][CH2:18][O:19][c:20]3[cH:21][cH:22][c:23]4[c:28]([cH:29]3)[N:27]([C:30](=[O:31])[O:32][CH:33]([CH3:34])[Cl:35])[C:26](=[O:36])[CH2:25][CH2:24]4)[CH2:13][CH2:14]2)[cH:4][cH:5][cH:6][c:7]1[Cl:8]>>[Cl:1][c:2]1[c:3]([N:9]2[CH2:10][CH2:11][N:12]([CH2:15][CH2:16][CH2:17][CH2:18][O:19][c:20]3[cH:21][cH:22][c:23]4[c:28]([cH:29]3)[N:27]([C:30](=[O:31])[O:32][CH:33]([CH3:34])[O:42][C:40]([CH2:39][CH2:38][CH3:37])=[O:41])[C:26](=[O:36])[CH2:25][CH2:24]4)[CH2:13][CH2:14]2)[cH:4][cH:5][cH:6][c:7]1[Cl:8]. Reactants: S(=O)(=O)([O-])[O-].[Na+].[Na+] (sodium sulfate), S(=O)(=O)([O-])[O-].[Na+].[Na+] (sodium sulfate), product, C1(=CC=CC=C1)C(C)NC1=C(C#N)C(=CC=C1)C1=CC=CC=C1 ((+/−)-2-[(1-phenyl)ethylamino]-6-phenybenzonitrile), [H-].[Al+3].[Li+].[H-].[H-].[H-] (Lithium aluminum hydride). The solvent is O1CCCC1 (tetrahydrofuran). Procedure details: The product of example 3a above, (+/−)-2-[(1-phenyl)ethylamino]-6-phenybenzonitrile, (0.13 g, 0.43 mmol) was dissolved in dry tetrahydrofuran (10 mL) and stirred under argon at room temperature. Lithium aluminum hydride (0.172 g, 4.3 mmol) was added and the mixture heated to reflux under argon for 20 hours. The reaction mixture was cooled to room temperature and anhydrous sodium sulfate was added followed by the addition of a freshly prepared saturated solution of anhydrous sodium sulfate. The s... As a reaction SMILES: [C:1]1([CH:7]([NH:9][C:10]2[CH:17]=[CH:16][CH:15]=[C:14]([C:18]3[CH:23]=[CH:22][CH:21]=[CH:20][CH:19]=3)[C:11]=2[C:12]#[N:13])[CH3:8])[CH:6]=[CH:5][CH:4]=[CH:3][CH:2]=1.[H-].[Al+3].[Li+].[H-].[H-].[H-].S([O-])([O-])(=O)=O.[Na+].[Na+]>O1CCCC1>[C:1]1([CH:7]([NH:9][C:10]2[CH:17]=[CH:16][CH:15]=[C:14]([C:18]3[CH:23]=[CH:22][CH:21]=[CH:20][CH:19]=3)[C:11]=2[CH2:12][NH2:13])[CH3:8])[CH:2]=[CH:3][CH:4]=[CH:5][CH:6]=1 |f:1.2.3.4.5.6,7.8.9|. Yields the product C1(=CC=CC=C1)C(C)NC1=C(CN)C(=CC=C1)C1=CC=CC=C1 ((+/−)-2-[(1-phenyl)ethylamino]-6-(phenyl)benzylamine). Starting materials: BrC=1C=C(C=NC1)CO ((5-Bromo-pyridin-3-yl)-methanol), C1(=CC=CC=C1)P(C1=CC=CC=C1)C1=CC=CC=C1 (triphenylphosphine), C1CC(=O)N(C1=O)Br (NBS). Solvent: C(Cl)Cl (DCM). Reaction conditions: time 4 hour. Yields the product BrC=1C=NC=C(C1)CBr (3-bromo-5-bromomethyl-pyridine). Yield: 67.2%. As a reaction SMILES: [Br:1][C:2]1[CH:3]=[C:4]([CH2:8]O)[CH:5]=[N:6][CH:7]=1.C1(P(C2C=CC=CC=2)C2C=CC=CC=2)C=CC=CC=1.C1C(=O)N([Br:36])C(=O)C1>C(Cl)Cl>[Br:1][C:2]1[CH:7]=[N:6][CH:5]=[C:4]([CH2:8][Br:36])[CH:3]=1. Reported procedure: (5-Bromo-pyridin-3-yl)-methanol (500 mg, 2.7 mmol) and triphenylphosphine (840 mg, 3.2 mmol) are dissolved in 12 mL of DCM and NBS (570 mg, 3.2 mmol) is added. The mixture is stirred for 4 hrs and then the reaction mixture is directly purified by flash column chromatography give 455 mg of 3-bromo-5-bromomethyl-pyridine. Isolated yield 58.3%. Starting materials: C(CC)(=O)OCC (ethyl propionate), C[O-].[Na+] (sodium methoxide), Cl.NC(=N)N (guanidine hydrochloride), Cl (hydrochloric acid), C(=O)OC (Methyl formate). Procedure details: Freshly prepared sodium methoxide (10.8 g, 200 mmol) was suspended in a solution of ethyl propionate (15.3 g, 150 mmol) in DMF (20 mL) at room temperature. Methyl formate (6.0 g, 100 mmol) was added over a period of 1 hour. After stirring for 30 minutes, a solution of guanidine hydrochloride (9.6 g, 100 mmol) in MeOH (35 mL) was added rapidly and the reaction mixture was refluxed for 12 hours. After cooling to 30° C. and adjusting the pH to 6.0 with concentrated hydrochloric acid, the slurry was... The product is CC1=CN=C(NC1=O)N (5-methylisocytosine). Reaction conditions: temperature 30 celsius, time 30 minute. The solvent is CN(C)C=O (DMF), CO (MeOH). Reaction SMILES: [CH3:1][O-].[Na+].[C:4]([O:8]CC)(=O)[CH2:5][CH3:6].C(OC)=O.Cl.[NH2:16][C:17]([NH2:19])=[NH:18].Cl>CN(C=O)C.CO>[CH3:1][C:5]1[C:4](=[O:8])[NH:16][C:17]([NH2:19])=[N:18][CH:6]=1 |f:0.1,4.5|. The reactants are C(#N)C=1N(C=CN1)CC1=COC=C1 (2-cyano-1-(3-furylmethyl)-1H-imidazole), Cl (HCl). Reagents/catalysts: [Pd] (Pd/C). The solvent is C(C)O (ethanol). The product is NCC=1N(C=CN1)CC1=COC=C1 (2-Aminomethyl-1-(3-furylmethyl)-1H-imidazole). Reaction SMILES: [C:1]([C:3]1[N:4]([CH2:8][C:9]2[CH:13]=[CH:12][O:11][CH:10]=2)[CH:5]=[CH:6][N:7]=1)#[N:2].Cl>[Pd].C(O)C>[NH2:2][CH2:1][C:3]1[N:4]([CH2:8][C:9]2[CH:13]=[CH:12][O:11][CH:10]=2)[CH:5]=[CH:6][N:7]=1. Procedure: Place 4.0 g (0.021 mol) 2-cyano-1-(3-furylmethyl)-1H-imidazole, 20 ml ethanolic HCl, 20 ml ethanol and 1 g 10% Pd/C in a Parr hydrogenator with an initial pressure of 52 psi. After 18 hours remove the reaction mixture from the Parr hydrogenator, add 20 ml H2O, remove the catalyst by filtration, concentrate the filtrate to obtain an off-white solid which is recrystallized from ethanol containing a little concentrated HCl to give the desired product as a white solid. The reactants are C(C)O (ethanol), N (ammonia), ClC1=CC=CC(=C1C(=O)OC)S(=O)(=O)Cl (methyl 6-chloro-2-chlorosulfonyl-benzoate). Run in O1CCOCC1 (dioxane). Reaction conditions: temperature 60 celsius. Yields the product ClC1=CC=CC2=C1C(NS2(=O)=O)=O (4-Chloro-1,2-benzoisothiazol-3(2H)-one-1,1-dioxide). Reaction SMILES: C(O)C.[NH3:4].[Cl:5][C:6]1[C:11]([C:12](OC)=[O:13])=[C:10]([S:16](Cl)(=[O:18])=[O:17])[CH:9]=[CH:8][CH:7]=1>O1CCOCC1>[Cl:5][C:6]1[C:11]2[C:12](=[O:13])[NH:4][S:16](=[O:18])(=[O:17])[C:10]=2[CH:9]=[CH:8][CH:7]=1. Procedure: 150 ml of ethanol saturated with ammonia were added dropwise over a period of 30 minutes to a solution of 38.2 gm (0.141 mol) of methyl 6-chloro-2-chlorosulfonyl-benzoate in 150 ml of dioxane at 30°-50° C. Subsequently, the reaction mixture was heated for 2 hours at 40° C. and for 2 hours more at 60° C. After cooling, the reaction mixture was evaporated, treated with ether and filtered. The filter cake was boiled with water, filtered while hot, and the filtrate was acidified with hydrochloric ac... The reactants are BrC=1C(=C(C=CC1)C)[N+](=O)[O-] (3-Bromo-2-nitrotoluene), C1(=CC=CC=C1)NC(C)=O (N-phenylacetamide). The product is CC1=NC2=C(N1C1=CC=CC=C1)C=CC=C2C (2,4-Dimethyl-1-phenyl-1H-benzimidazole). Isolated yield 33.3%. RXN SMILES: Br[C:2]1[C:3]([N+:9]([O-])=O)=[C:4]([CH3:8])[CH:5]=[CH:6][CH:7]=1.[C:12]1([NH:18][C:19](=O)[CH3:20])[CH:17]=[CH:16][CH:15]=[CH:14][CH:13]=1>>[CH3:20][C:19]1[N:18]([C:12]2[CH:17]=[CH:16][CH:15]=[CH:14][CH:13]=2)[C:2]2[CH:7]=[CH:6][CH:5]=[C:4]([CH3:8])[C:3]=2[N:9]=1. Procedure: The title compound was prepared with the analogous procedure described in example 1 using 3-Bromo-2-nitrotoluene (108 mg, 0.5 mmol) and N-phenylacetamide (81 mg, 0.6 mmol), as starting materials to yield the title compound as brown solid (37 mg, 33%). 1H NMR (DMSO) δ 2.46 (s, 3 H), 2.55 (s, 3 H), 6.88 (d, J=7.3 Hz, 1 H), 7.04-7.11 (m, 2 H), 7.50-7.64 (m, 5 H); 13C NMR δ 13.8, 16.3, 107.5, 122.5, 122.6, 126.8, 129.9, 135.1, 135.3, 150.3, 158.3. Yields the product FC1=C2CCN(C2=CC=C1)C(CC1=NC(=CC(N1)=O)N1CCOC2C1CCC2)=O (2-[2-(4-fluoro-2,3-dihydroindol-1-yl)-2-oxoethyl]-6-(hexahydrocyclopenta[1,4]oxazin-4-yl)-3H-pyrimidin-4-one). Procedure details: 532 mg of hexahydrocyclopenta[1,4]oxazine hydrochloride are added to a solution of 100 mg of 2-[2-(4-fluoro-2,3-dihydroindol-1-yl)-2-oxoethyl]-6-chloro-3H-pyrimidin-4-one in 5 ml of diisopropylethylamine. The reaction medium is heated at 100° C. for 2 hours. The reaction medium is taken up with 10 ml of water. The solid formed is filtered off and washed with water and then dried so as to give 30 mg of 2-[2-(4-fluoro-2,3-dihydroindol-1-yl)-2-oxoethyl]-6-(hexahydrocyclopenta[1,4]oxazin-4-yl)-3H-py... The solvent is C(C)(C)N(CC)C(C)C (diisopropylethylamine). As a reaction SMILES: Cl.[O:2]1[C:7]2=[CH:8][CH2:9][CH2:10][CH:6]2[NH:5][CH2:4][CH2:3]1.[F:11][C:12]1[CH:20]=[CH:19][CH:18]=[C:17]2[C:13]=1[CH2:14][CH2:15][N:16]2[C:21](=[O:31])[CH2:22][C:23]1[NH:28][C:27](=[O:29])[CH:26]=[C:25](Cl)[N:24]=1.O>C(N(C(C)C)CC)(C)C>[F:11][C:12]1[CH:20]=[CH:19][CH:18]=[C:17]2[C:13]=1[CH2:14][CH2:15][N:16]2[C:21](=[O:31])[CH2:22][C:23]1[NH:28][C:27](=[O:29])[CH:26]=[C:25]([N:5]2[CH:6]3[CH2:10][CH2:9][CH2:8][CH:7]3[O:2][CH2:3][CH2:4]2)[N:24]=1 |f:0.1|. Conditions: temperature 100 celsius. Reactants: Cl.O1CCNC2C1=CCC2 (hexahydrocyclopenta[1,4]oxazine hydrochloride), FC1=C2CCN(C2=CC=C1)C(CC1=NC(=CC(N1)=O)Cl)=O (2-[2-(4-fluoro-2,3-dihydroindol-1-yl)-2-oxoethyl]-6-chloro-3H-pyrimidin-4-one), O (water). The yield is 23.2%.